From a dataset of the Open Reaction Database (ORD), a public repository of structured organic reaction records. describe an organic reaction: reactants, conditions, products, and yield The reactants are C1(NC(C2=C3C(C=CC=C13)=CC=C2)=O)=O (benzo[de]isoquinoline-1,3-dione), BrCC(CCC)Br (1,2 dibromopentane), crude product. Product: BrCCCCCN1C(C2=CC=CC=3C2=C(C1=O)C=CC3)=O (2-(5-Bromopentyl)benzo[de]isoquinoline-1,3-dione). RXN SMILES: [C:1]1(=[O:15])[C:10]2[C:5]3[C:6](=[CH:11][CH:12]=[CH:13][C:4]=3[C:3](=[O:14])[NH:2]1)[CH:7]=[CH:8][CH:9]=2.[Br:16][CH2:17][CH:18](Br)[CH2:19][CH2:20][CH3:21]>>[Br:16][CH2:17][CH2:18][CH2:19][CH2:20][CH2:21][N:2]1[C:3](=[O:14])[C:4]2[CH:13]=[CH:12][CH:11]=[C:6]3[C:5]=2[C:10](=[CH:9][CH:8]=[CH:7]3)[C:1]1=[O:15]. Procedure details: This compound was prepared according to GP-1 using benzo[de]isoquinoline-1,3-dione (1) and 1,2 dibromopentane (2c) The crude product was purified by flash column chromatography using EtOAc-hexane to give 3c. 1H NMR (500 MHz, CDCl3) δ 8.63 (d, J=7.5 Hz 2H), 8.24 (d, J=8.0 Hz, 2H), 7.78 (t, J=7.5 Hz, 2H), 4.22 (t, J=7.0, 2H), 3.45 (t, J=7.0 Hz, 2H), 2.01-1.94 (m, 2H), 1.84-1.78 (m, 2H), 1.64-1.57 (m, 2H), MS (ES+) m/z 368 (M+Na)+. Reactants: CC(C)(C(=O)O)c1ccccc1, NCc1cccc2ccccc12. The reagents and catalysts are CN(C)C(=[N+](C)C)F.F[P-](F)(F)(F)(F)F (TFFH), CCN(C(C)C)C(C)C (DIPEA). Solvent: CN(C)C=O (DMF), CN(C)C=O (DMF), CN(C)C=O (DMF), CN(C)C=O (DMF), CN(C)C=O (DMF), CN(C)C=O (DMF). Run at temperature 25 celsius, time 2 hour. Yields the product CC(C)(C(=O)NCc1cccc2ccccc12)c1ccccc1. Yield: 0.2%. As a reaction SMILES: NCc1cccc2ccccc12.CC(C)(C(=O)O)c1ccccc1.CN(C)C(=[N+](C)C)F.F[P-](F)(F)(F)(F)F.CCN(C(C)C)C(C)C.CN(C)C=O>>CC(C)(C(=O)NCc1cccc2ccccc12)c1ccccc1. Starting materials: C1CCOC1, C[Si](C)(C)[N-][Si](C)(C)C, CCOC(=O)C(C)c1ccc(Cl)nn1, CI, [Li+]. Yields the product CCOC(=O)C(C)(C)c1ccc(Cl)nn1. Reaction SMILES: [CH2:27]1[O:28][CH2:29][CH2:30][CH2:31]1.[CH3:15][Si:16]([CH3:17])([CH3:18])[N-:19][Si:20]([CH3:21])([CH3:22])[CH3:23].[Cl:1][c:2]1[cH:3][cH:4][c:5]([CH:8]([C:9](=[O:10])[O:11][CH2:12][CH3:13])[CH3:14])[n:6][n:7]1.[I:25][CH3:26].[Li+:24]>>[Cl:1][c:2]1[cH:3][cH:4][c:5]([C:8]([C:9](=[O:10])[O:11][CH2:12][CH3:13])([CH3:14])[CH3:15])[n:6][n:7]1. The reactants are C(C)(=O)C=1C=NC2=CC=C(N=C2C1NC=1C=CC(=NC1)N1C[C@@H](CCC1)NC(OC(C)(C)C)=O)Cl ((R)-tert-butyl 1-(5-(3-acetyl-6-chloro-1,5-naphthyridin-4-ylamino)pyridin-2-yl)piperidin-3-ylcarbamate), ClC1=C(C(=CC(=C1)B1OC(C(O1)(C)C)(C)C)Cl)O (2,6-dichloro-4-(4,4,5,5-tetramethyl-1,3,2-dioxaborolan-2-yl)phenol). The product is C(C)(=O)C=1C=NC2=CC=C(N=C2C1NC=1C=CC(=NC1)N1C[C@@H](CCC1)NC(OC(C)(C)C)=O)C1=CC(=C(C(=C1)Cl)O)Cl ((R)-tert-Butyl 1-(5-(3-acetyl-6-(3,5-dichloro-4-hydroxyphenyl)-1,5-naphthyridin-4-ylamino)pyridin-2-yl)piperidin-3-ylcarbamate). The yield is 84.2%. As a reaction SMILES: [C:1]([C:4]1[CH:5]=[N:6][C:7]2[C:12]([C:13]=1[NH:14][C:15]1[CH:16]=[CH:17][C:18]([N:21]3[CH2:26][CH2:25][CH2:24][C@@H:23]([NH:27][C:28](=[O:34])[O:29][C:30]([CH3:33])([CH3:32])[CH3:31])[CH2:22]3)=[N:19][CH:20]=1)=[N:11][C:10](Cl)=[CH:9][CH:8]=2)(=[O:3])[CH3:2].[Cl:36][C:37]1[CH:42]=[C:41](B2OC(C)(C)C(C)(C)O2)[CH:40]=[C:39]([Cl:52])[C:38]=1[OH:53]>>[C:1]([C:4]1[CH:5]=[N:6][C:7]2[C:12]([C:13]=1[NH:14][C:15]1[CH:16]=[CH:17][C:18]([N:21]3[CH2:26][CH2:25][CH2:24][C@@H:23]([NH:27][C:28](=[O:34])[O:29][C:30]([CH3:33])([CH3:32])[CH3:31])[CH2:22]3)=[N:19][CH:20]=1)=[N:11][C:10]([C:41]1[CH:40]=[C:39]([Cl:52])[C:38]([OH:53])=[C:37]([Cl:36])[CH:42]=1)=[CH:9][CH:8]=2)(=[O:3])[CH3:2]. Reported procedure: Following general procedure II, (R)-tert-butyl 1-(5-(3-acetyl-6-chloro-1,5-naphthyridin-4-ylamino)pyridin-2-yl)piperidin-3-ylcarbamate (200 mg, 0.40 mmol) was reacted with 2,6-dichloro-4-(4,4,5,5-tetramethyl-1,3,2-dioxaborolan-2-yl)phenol (170 mg, 0.60 mmol) to afford the desired product (210 mg, 85%) as a orange solid. ESI MS m/z 623 [M+H]+